describe an organic reaction: reactants, conditions, products, and yield From a dataset of the Open Reaction Database (ORD), a public repository of structured organic reaction records. Starting materials: C(CCCCC)C1(C2=CC=CC=C2C=2C=C3C(=CC12)C(C(C3)C)=O)CCCCCC (9,9-dihexyl-2-methyl-2,3-dihydrocyclopenta[b]fluoren-1(9H)-one), [BH4-].[Na+] (Sodium borohydride). Run in C1CCOC1 (THF), C(C)O (ethanol). Conditions: time 12 hour. The product is C(CCCCC)C1(C2=CC=CC=C2C=2C=C3C(=CC12)C(C(C3)C)O)CCCCCC (9,9-dihexyl-2-methyl-1,2,3,9-tetrahydrocyclopenta[b]fluoren-1-ol). Yield: 96.0%. As a reaction SMILES: [CH2:1]([C:7]1([CH2:25][CH2:26][CH2:27][CH2:28][CH2:29][CH3:30])[C:19]2[CH:18]=[C:17]3[C:20](=[O:24])[CH:21]([CH3:23])[CH2:22][C:16]3=[CH:15][C:14]=2[C:13]2[C:8]1=[CH:9][CH:10]=[CH:11][CH:12]=2)[CH2:2][CH2:3][CH2:4][CH2:5][CH3:6].[BH4-].[Na+]>C1COCC1.C(O)C>[CH2:25]([C:7]1([CH2:1][CH2:2][CH2:3][CH2:4][CH2:5][CH3:6])[C:19]2[CH:18]=[C:17]3[CH:20]([OH:24])[CH:21]([CH3:23])[CH2:22][C:16]3=[CH:15][C:14]=2[C:13]2[C:8]1=[CH:9][CH:10]=[CH:11][CH:12]=2)[CH2:26][CH2:27][CH2:28][CH2:29][CH3:30] |f:1.2|. Procedure details: In a 1000 mL round flask, 9,9-dihexyl-2-methyl-2,3-dihydrocyclopenta[b]fluoren-1(9H)-one (85 g, 211.1 mmol) was dissolved in THF 400 mL and ethanol 400 mL, and then stirred. Sodium borohydride (NaBH4) (10 g, 265.0 mmol) was added to the reaction product in five lots, and then stirred for 12 hours. The resultant mixture, after removal of solvent, was dissolved in ethylacetate, and then washed with water three times. The organic layer was dried over magnesium sulfate, followed by removal of volati... Starting materials: CC(=O)OCc1ccc(C2=NCC(c3cc(C(F)(F)F)nc(C(F)(F)F)c3)(C(F)(F)F)C2)cc1Br, C[O-], CO, [Na+]. The product is OCc1ccc(C2=NCC(c3cc(C(F)(F)F)nc(C(F)(F)F)c3)(C(F)(F)F)C2)cc1Br. Reaction SMILES: [C:1](=[O:2])([CH3:3])[O:4][CH2:5][c:6]1[c:7]([Br:35])[cH:8][c:9]([C:12]2=[N:16][CH2:15][C:14]([C:17]([F:18])([F:19])[F:20])([c:21]3[cH:22][c:23]([C:31]([F:32])([F:33])[F:34])[n:24][c:25]([C:27]([F:28])([F:29])[F:30])[cH:26]3)[CH2:13]2)[cH:10][cH:11]1.[CH3:36][O-:37].[CH3:39][OH:40].[Na+:38]>>[OH:4][CH2:5][c:6]1[c:7]([Br:35])[cH:8][c:9]([C:12]2=[N:16][CH2:15][C:14]([C:17]([F:18])([F:19])[F:20])([c:21]3[cH:22][c:23]([C:31]([F:32])([F:33])[F:34])[n:24][c:25]([C:27]([F:28])([F:29])[F:30])[cH:26]3)[CH2:13]2)[cH:10][cH:11]1. The reactants are NO (Hydroxylamine), C(C#CC)OC1=CC=C(C=C1)S(=O)(=O)N(C)C(C(=O)O)C1=CC=C(C=C1)OCCCNC(=O)OCC ([{[4-(2-butynyloxy)phenyl]sulfonyl}(methyl)amino}(4-{3-[(ethoxycarbonyl)amino]propoxy]phenyl)acetic acid), 1-(3-dimethyl aminopropyl) 3-ethyl carbodiimide, ON1N=NC2=C1C=CC=C2 (1-hydroxybenzotriazole). The solvent is CN(C)C=O (DMF). Conditions: time 2 hour. The product is C(C#CC)OC1=CC=C(C=C1)S(=O)(=O)N(C(C(=O)NO)C1=CC=C(OCCCNC(OCC)=O)C=C1)C (ethyl 3-{4-[1-[{[4-(2-butynyloxy)phenyl]sulfonyl}(methyl)amino]-2-(hydroxyamino)-2-oxoethyl]phenoxy}propylcarbamate). The yield is 28.0%. Reaction SMILES: [CH2:1]([O:5][C:6]1[CH:11]=[CH:10][C:9]([S:12]([N:15]([CH:17]([C:21]2[CH:26]=[CH:25][C:24]([O:27][CH2:28][CH2:29][CH2:30][NH:31][C:32]([O:34][CH2:35][CH3:36])=[O:33])=[CH:23][CH:22]=2)[C:18](O)=[O:19])[CH3:16])(=[O:14])=[O:13])=[CH:8][CH:7]=1)[C:2]#[C:3][CH3:4].[OH:37][N:38]1C2C=CC=CC=2N=N1.NO>CN(C=O)C>[CH2:1]([O:5][C:6]1[CH:7]=[CH:8][C:9]([S:12]([N:15]([CH3:16])[CH:17]([C:21]2[CH:22]=[CH:23][C:24]([O:27][CH2:28][CH2:29][CH2:30][NH:31][C:32](=[O:33])[O:34][CH2:35][CH3:36])=[CH:25][CH:26]=2)[C:18]([NH:38][OH:37])=[O:19])(=[O:14])=[O:13])=[CH:10][CH:11]=1)[C:2]#[C:3][CH3:4]. Procedure details: To [{[4-(2-butynyloxy)phenyl]sulfonyl}(methyl)amino}(4-{3-[(ethoxycarbonyl)amino]propoxy]phenyl)acetic acid (0.35 g, 0.67 mmol) and 1-(3-dimethyl aminopropyl) 3-ethyl carbodiimide (0.2 g, 1.01 mmol) in DMF (8 ml), 1-hydroxybenzotriazole (0.13 g, 0.95 mmol) was added and the reaction was stirred at room temperature for 2 h. Hydroxylamine (0.23 ml of 50% in water, 3.71 mmol) was added and the reaction was stirred overnight. After evaporating the solvent, the residue was extracted with ethyl acetat... Reactants: FC1=C(C=O)C=C(C=C1)OC (2-fluoro-5-methoxybenzaldehyde), N1N=CN=C1 (1,2,4-triazole), C(=O)([O-])[O-].[K+].[K+] (K2CO3). Solvent: CS(=O)C (DMSO). Reaction conditions: temperature 100 celsius. The product is COC=1C=CC(=C(C=O)C1)N1N=CN=C1 (5-methoxy-2-1,2,4-triazol-1-yl-benzaldehyde). The yield is 20.2%. As a reaction SMILES: F[C:2]1[CH:9]=[CH:8][C:7]([O:10][CH3:11])=[CH:6][C:3]=1[CH:4]=[O:5].[NH:12]1[CH:16]=[N:15][CH:14]=[N:13]1.C([O-])([O-])=O.[K+].[K+]>CS(C)=O>[CH3:11][O:10][C:7]1[CH:8]=[CH:9][C:2]([N:12]2[CH:16]=[N:15][CH:14]=[N:13]2)=[C:3]([CH:6]=1)[CH:4]=[O:5] |f:2.3.4|. Procedure: To a solution of 2-fluoro-5-methoxybenzaldehyde (200 mg, 1.29 mmol) in DMSO (10 mL) are added 1,2,4-triazole (134 mg, 1.95 mmol) and K2CO3 (359 mg, 2.60 mmol) at room temperature. The solution is heated to 100° C. for 2 hours. The solution is cooled and is extracted with H2O (30 mL) and EtOAc (3×15 mL). The combined organic layer is dried with MgSO4 and is filtered. The filtrate is concentrated and the residue is purified by silica gel flash column chromatography with 50% EtOAc in heptane as the... The reactants are ClC(Cl)(Cl)Cl, CCCC1CCC(CCC2CCC(c3ccccc3)CC2)CC1, CC(=O)O, [O-][I+2]([O-])O, I, O, O=S(=O)(O)O. The product is CCCC1CCC(CCC2CCC(c3ccc(I)cc3)CC2)CC1. Reaction SMILES: [C:35]([Cl:36])([Cl:37])([Cl:38])[Cl:39].[CH2:6]([CH2:7][CH3:8])[CH:9]1[CH2:10][CH2:11][CH:12]([CH2:15][CH2:16][CH:17]2[CH2:18][CH2:19][CH:20]([c:23]3[cH:24][cH:25][cH:26][cH:27][cH:28]3)[CH2:21][CH2:22]2)[CH2:13][CH2:14]1.[CH3:40][C:41](=[O:42])[OH:43].[I+2:30]([OH:31])([O-:32])[O-:33].[I:29].[OH2:34].[S:1](=[O:2])(=[O:3])([OH:4])[OH:5]>>[CH2:6]([CH2:7][CH3:8])[CH:9]1[CH2:10][CH2:11][CH:12]([CH2:15][CH2:16][CH:17]2[CH2:18][CH2:19][CH:20]([c:23]3[cH:24][cH:25][c:26]([I:30])[cH:27][cH:28]3)[CH2:21][CH2:22]2)[CH2:13][CH2:14]1. The reactants are O=C(Cl)Oc1ccccc1, CC(C)(C)OC(=O)N1CCC(COc2cc3nccc(Oc4ccc(N)c(F)c4)c3cc2C#N)CC1, C1CCOC1, c1ccncc1. Product: CC(C)(C)OC(=O)N1CCC(COc2cc3nccc(Oc4ccc(NC(=O)Oc5ccccc5)c(F)c4)c3cc2C#N)CC1. RXN SMILES: [Cl:43][C:44](=[O:45])[O:46][c:47]1[cH:48][cH:49][cH:50][cH:51][cH:52]1.[NH2:1][c:2]1[c:3]([F:36])[cH:4][c:5]([O:6][c:7]2[cH:8][cH:9][n:10][c:11]3[cH:12][c:13]([O:19][CH2:20][CH:21]4[CH2:22][CH2:23][N:24]([C:27](=[O:28])[O:29][C:30]([CH3:31])([CH3:32])[CH3:33])[CH2:25][CH2:26]4)[c:14]([C:17]#[N:18])[cH:15][c:16]23)[cH:34][cH:35]1.[O:53]1[CH2:54][CH2:55][CH2:56][CH2:57]1.[cH:37]1[cH:38][cH:39][n:40][cH:41][cH:42]1>>[NH:1]([c:2]1[c:3]([F:36])[cH:4][c:5]([O:6][c:7]2[cH:8][cH:9][n:10][c:11]3[cH:12][c:13]([O:19][CH2:20][CH:21]4[CH2:22][CH2:23][N:24]([C:27](=[O:28])[O:29][C:30]([CH3:31])([CH3:32])[CH3:33])[CH2:25][CH2:26]4)[c:14]([C:17]#[N:18])[cH:15][c:16]23)[cH:34][cH:35]1)[C:44](=[O:45])[O:46][c:47]1[cH:48][cH:49][cH:50][cH:51][cH:52]1. The reactants are C(CCCCCCC)C1=CC=C(C=C1)C1=NC=C(C=C1)OB(O)O (2-(4-Octylphenyl)pyridin-5-yl-boric acid), OO (hydrogen peroxide), CO (methanol). Run in C1CCOC1 (THF). Conditions: time 8 hour. The product is OC=1C=CC(=NC1)C1=CC=C(C=C1)CCCCCCCC (5-hydroxy-2-(4-octylphenyl)pyridine). Isolated yield 67.0%. RXN SMILES: [CH2:1]([C:9]1[CH:14]=[CH:13][C:12]([C:15]2[CH:20]=[CH:19][C:18]([O:21]B(O)O)=[CH:17][N:16]=2)=[CH:11][CH:10]=1)[CH2:2][CH2:3][CH2:4][CH2:5][CH2:6][CH2:7][CH3:8].OO.CO>C1COCC1>[OH:21][C:18]1[CH:19]=[CH:20][C:15]([C:12]2[CH:13]=[CH:14][C:9]([CH2:1][CH2:2][CH2:3][CH2:4][CH2:5][CH2:6][CH2:7][CH3:8])=[CH:10][CH:11]=2)=[N:16][CH:17]=1. Reported procedure: 2-(4-Octylphenyl)pyridin-5-yl-boric acid (10 g) was mixed with 20 ml of aqueous hydrogen peroxide (36%), methanol (80 ml) and THF (80 ml) to stand overnight under gentle agitation at room temperature. Organic matter in the reaction mixture was extracted by diethyl ether (200 ml), followed by washing the extract sequentially with saturated aqueous sodium hydrogen sulfite, distilled water and aqueous ammonium chloride to be dried over MgSO4. This extract mixture was concentrated by distilling off ... Reactants: resultant product, O=C(C(C(=O)NC1=C(C(=O)O)C=CC=C1)=CC1=CC=CC=C1)NC1=C(C(=O)O)C=CC=C1 (2,2'-[(1,3-dioxo-2-phenylmethylene-1,3-propanediyl)diimino]bisbenzoic acid), C(C)(=O)OCC (ethyl acetate), C(C)(=O)OCC (ethyl acetate). The reagents and catalysts are CN(C)C=O (DMF). Solvent: C1=CC=CC=C1 (benzene), C1=CC=CC=C1 (benzene). Reaction conditions: time 2 hour. The product is C1=CC=C(C=C1)C=C(C2=NC3=CC=CC=C3C(=O)O2)C4=NC5=CC=CC=C5C(=O)O4 (2,2'-phenylethenilidene-bis(3,1-benzoxazine-4-one)). RXN SMILES: O=[C:2]([NH:23][C:24]1[CH:32]=[CH:31][CH:30]=[CH:29][C:25]=1[C:26]([OH:28])=[O:27])[C:3](=[CH:16][C:17]1[CH:22]=[CH:21][CH:20]=[CH:19][CH:18]=1)[C:4]([NH:6][C:7]1[CH:15]=[CH:14][CH:13]=[CH:12][C:8]=1[C:9](O)=[O:10])=[O:5].C(OCC)(=O)C>CN(C=O)C.C1C=CC=CC=1>[CH:20]1[CH:19]=[CH:18][C:17]([CH:16]=[C:3]([C:4]2[O:5][C:9](=[O:10])[C:8]3[C:7](=[CH:15][CH:14]=[CH:13][CH:12]=3)[N:6]=2)[C:2]2[O:27][C:26](=[O:28])[C:25]3[C:24](=[CH:32][CH:31]=[CH:30][CH:29]=3)[N:23]=2)=[CH:22][CH:21]=1. Reported procedure: The compound 11 (4.0 g, 9.3 mmol) was mmol) was dropwise added under ice cooling. To the mixture, 8 drops of dry DMF was further added, and the mixture was stirred at room temperature for 2 hours. After completion of the reaction, the solvent was removed, and the residue was extracted with chloroform. The extract was washed with 1N.HCl, saturated aqueous NaCl soluticn, 4% NaHCO3 aqueous solution, and saturated aqueous NaCl solution and dried over MgSO4. The solvent was evaporated to give a pale ...